This data is from the Open Reaction Database (ORD), a public repository of structured organic reaction records. The task is: describe an organic reaction: reactants, conditions, products, and yield Reactants: ClC1=NC2=CC=C(C(=C2C=C1)NC(CC1CCCCC1)=O)Cl (N-(2,6-dichloro-5-quinolinyl)-cyclohexaneacetamide), CC(C)(C)OC(N(CC=C)CC)=O (ethyl(2-propenyl)carbamic acid 1,1-dimethylethyl ester). Yields the product Cl.Cl.ClC=1C(=C2C=CC(=NC2=CC1)CCCNCC)NC(CC1CCCCC1)=O (N-[6-Chloro-2-[3-(ethylamino)propyl]-5-quinolinyl]-cyclohexaneacetamide, Dihydrochloride). The yield is 57.1%. As a reaction SMILES: [Cl:1][C:2]1[CH:11]=[CH:10][C:9]2[C:4](=[CH:5][CH:6]=[C:7]([Cl:22])[C:8]=2[NH:12][C:13](=[O:21])[CH2:14][CH:15]2[CH2:20][CH2:19][CH2:18][CH2:17][CH2:16]2)[N:3]=1.CC(OC(=O)[N:29]([CH2:33][CH3:34])[CH2:30][CH:31]=[CH2:32])(C)C>>[ClH:1].[ClH:1].[Cl:22][C:7]1[C:8]([NH:12][C:13](=[O:21])[CH2:14][CH:15]2[CH2:20][CH2:19][CH2:18][CH2:17][CH2:16]2)=[C:9]2[C:4](=[CH:5][CH:6]=1)[N:3]=[C:2]([CH2:32][CH2:31][CH2:30][NH:29][CH2:33][CH3:34])[CH:11]=[CH:10]2 |f:2.3.4|. Procedure: Prepared according to the method of example 15, using N-(2,6-dichloro-5-quinolinyl)-cyclohexaneacetamide (Example 1(a)) (500 mg) and ethyl(2-propenyl)carbamic acid 1,1-dimethylethyl ester (330 mg). Recrystallisation (methanol/ethyl acetate) afforded the title compound as a solid (195 mg). The product is O=C(NC1CCCCC1CO)c1cccc(C2CCCCC2)n1. As a reaction SMILES: [CH:1]1([c:7]2[cH:8][cH:9][cH:10][c:11]([C:13](=[O:14])[OH:15])[n:12]2)[CH2:2][CH2:3][CH2:4][CH2:5][CH2:6]1.[NH2:16][CH:17]1[CH:18]([CH2:23][OH:24])[CH2:19][CH2:20][CH2:21][CH2:22]1>>[CH:1]1([c:7]2[cH:8][cH:9][cH:10][c:11]([C:13](=[O:15])[NH:16][CH:17]3[CH:18]([CH2:23][OH:24])[CH2:19][CH2:20][CH2:21][CH2:22]3)[n:12]2)[CH2:2][CH2:3][CH2:4][CH2:5][CH2:6]1. Starting materials: O=C(O)c1cccc(C2CCCCC2)n1, NC1CCCCC1CO.